Dataset: the Open Reaction Database (ORD), a public repository of structured organic reaction records. Task: describe an organic reaction: reactants, conditions, products, and yield Reactants: ClCCl, CS(=O)(=O)c1ccccc1S(=O)(=O)N=C=O, CONc1nc(OC)nc(OC)n1. Yields the product COc1nc(OC)nc(N(OC)C(=O)NS(=O)(=O)c2ccccc2S(C)(=O)=O)n1. RXN SMILES: [CH2:30]([Cl:31])[Cl:32].[CH3:14][S:15](=[O:16])(=[O:17])[c:18]1[c:19]([S:24](=[O:25])(=[O:26])[N:27]=[C:28]=[O:29])[cH:20][cH:21][cH:22][cH:23]1.[CH3:1][O:2][NH:3][c:4]1[n:5][c:6]([O:12][CH3:13])[n:7][c:8]([O:10][CH3:11])[n:9]1>>[CH3:1][O:2][N:3]([c:4]1[n:5][c:6]([O:12][CH3:13])[n:7][c:8]([O:10][CH3:11])[n:9]1)[C:28]([NH:27][S:24]([c:19]1[c:18]([S:15]([CH3:14])(=[O:16])=[O:17])[cH:23][cH:22][cH:21][cH:20]1)(=[O:25])=[O:26])=[O:29].